Dataset: the Open Reaction Database (ORD), a public repository of structured organic reaction records. Task: describe an organic reaction: reactants, conditions, products, and yield Reactants: Cl.Cl.NC1=CC=C(C(=N)N)C=C1 (4-Aminobenzamidine di-HCl), CN(C)C=O (DMF), C1(CCCC(=O)O1)=O (glutaric anhydride). The reagents and catalysts are CN(C)C1=NC=CC=C1 (dimethylaminopyridine). Solvent: N1=CC=CC=C1 (pyridine). Conditions: temperature 100 celsius, time 2 hour. The product is NN=CC1=CC=C(C=C1)NC(CCC(=O)O)C=O (4-[[4-(aminoiminomethyl)phenyl]-amino]-5-oxopentanoic acid). The yield is 50.0%. As a reaction SMILES: Cl.Cl.[NH2:3][C:4]1[CH:12]=[CH:11][C:7]([C:8]([NH2:10])=N)=[CH:6][CH:5]=1.C[N:14](C=O)C.[C:18]1(=[O:25])[O:24][C:22](=[O:23])[CH2:21][CH2:20][CH2:19]1>CN(C1C=CC=CN=1)C.N1C=CC=CC=1>[NH2:14][N:10]=[CH:8][C:7]1[CH:6]=[CH:5][C:4]([NH:3][CH:21]([CH:22]=[O:23])[CH2:20][CH2:19][C:18]([OH:24])=[O:25])=[CH:12][CH:11]=1 |f:0.1.2|. Procedure details: 4-Aminobenzamidine di-HCl (1 g, 4.8 mmol) was added to dry DMF (20 mL). To this solution dry pyridine (5 mL) and glutaric anhydride (0.68 g, 5.3 mmol) followed by 10 mg dimethylaminopyridine (DMAP) were added. The product started to precipitate after heating for 1/2 h at 100° C. Heating was continued for 2 hr and water (25 mL) was added after cooling to room temperature. An abundant precipitate was filtered and dried in a desiccator to give 0.8 g, 50% of product as a white solid: H NMR (d6 -DMSO... The reactants are BrCC(=O)NC1=C(C(=O)O)C=CC=C1 (2-(N-Bromoacetylamino)benzoic Acid), FC1=CC=C(N)C=C1 (para-fluoroaniline), CN(C)C=O (DMF), [OH-].[K+] (KOH). The solvent is O (H2O). Product: FC1=CC=C(C=C1)NCC(=O)NC1=C(C(=O)O)C=CC=C1 (2-[[N-(4-Fluorophenyl)amino]acetamido]benzoic Acid). Isolated yield 89.3%. RXN SMILES: Br[CH2:2][C:3]([NH:5][C:6]1[CH:14]=[CH:13][CH:12]=[CH:11][C:7]=1[C:8]([OH:10])=[O:9])=[O:4].[F:15][C:16]1[CH:22]=[CH:21][C:19]([NH2:20])=[CH:18][CH:17]=1.CN(C=O)C.[OH-].[K+]>O>[F:15][C:16]1[CH:22]=[CH:21][C:19]([NH:20][CH2:2][C:3]([NH:5][C:6]2[CH:14]=[CH:13][CH:12]=[CH:11][C:7]=2[C:8]([OH:10])=[O:9])=[O:4])=[CH:18][CH:17]=1 |f:3.4|. Reported procedure: A solution of 2-(N-bromoacetylamino)benzoic acid from Example 79 (8.00 g, 31.0 mmol), para-fluoroaniline (7.34 mL, 77.5 mmol) and DMF (80 mL) was heated to 75° C. for 8 h. The mixture was cooled, poured over H2O (1 L) and 5% KOH (300 mL) and washed with CH2Cl2 (3×300 mL). The aqueous layer was acidified to pH 2 with 2 N HCl, cooled below room temperature and filtered. The filter cake was rinsed with water (60 mL) and dried under high vacuum at 45° C. to yield 7.98 g (89%) of the title compound a... Reactants: CCOC(=O)C (EtOAc), [H-].[Li+] (LiH), FC1=CC=C(C=C1)N1C(C(CC1)C(=O)OC)=O (methyl 1-(4-fluorophenyl)-2-oxopyrrolidine-3-carboxylate), IC (iodomethane). Run in CN(C)C=O (DMF). Conditions: time 30 minute. RXN SMILES: [H-].[Li+].[F:3][C:4]1[CH:9]=[CH:8][C:7]([N:10]2[CH2:14][CH2:13][CH:12]([C:15]([O:17][CH3:18])=[O:16])[C:11]2=[O:19])=[CH:6][CH:5]=1.IC.[CH3:22]COC(C)=O>CN(C=O)C>[F:3][C:4]1[CH:5]=[CH:6][C:7]([N:10]2[CH2:14][CH2:13][C:12]([CH3:22])([C:15]([O:17][CH3:18])=[O:16])[C:11]2=[O:19])=[CH:8][CH:9]=1 |f:0.1|. Procedure details: LiH (13.8 mg, 1.737 mmol) was added to the solution of methyl 1-(4-fluorophenyl)-2-oxopyrrolidine-3-carboxylate (0.206 g, 0.868 mmol) in DMF (5 mL) at 0° C. After 30 minutes stirring, iodomethane (0.16 mL, 2.61 mmol) was added to the reaction mixture at 0° C., and then the reaction was warmed to room temperature. The reaction mixture was stirred for 17 hours and heated at 40° C. for 3 hours. After cooling to room temperature, the mixture was treated with EtOAc, quenched with ice water, extracted... Yield: 68.0%. Product: FC1=CC=C(C=C1)N1C(C(CC1)(C(=O)OC)C)=O (methyl 1-(4-fluorophenyl)-3-methyl-2-oxopyrrolidine-3-carboxylate). Starting materials: COC(C1=CN=C(C=C1)NC(C1=CC(=C(C=C1)O)N)=O)=O (6-(3-amino-4-hydroxy-benzoylamino)-nicotinic acid methyl ester), COC(C1=CN=C(C=C1)NC(=O)C=1C=CC2=C(NCCO2)C1)=O (6-[(3,4-dihydro-2H-benzo[1,4]oxazine-6-carbonyl)-amino]-nicotinic acid methyl ester), ClC=1C=CC(=C(C1)S(=O)(=O)Cl)OC (5-chloro-2-methoxy-benzenesulfonyl chloride). Product: COC(C1=CN=C(C=C1)NC(=O)C=1C=CC2=C(N(CCO2)S(=O)(=O)C2=C(C=CC(=C2)Cl)OC)C1)=O (6-{[4-(5-chloro-2-methoxy-benzenesulfonyl)-3,4-dihydro-2H-benzo[1,4]oxazine-6-carbonyl]-amino}-nicotinic acid methyl ester). Reaction SMILES: COC(=O)C1C=CC(NC(=O)C2C=CC(O)=C(N)C=2)=NC=1.[CH3:22][O:23][C:24](=[O:44])[C:25]1[CH:30]=[CH:29][C:28]([NH:31][C:32]([C:34]2[CH:35]=[CH:36][C:37]3[O:42][CH2:41][CH2:40][NH:39][C:38]=3[CH:43]=2)=[O:33])=[N:27][CH:26]=1.[Cl:45][C:46]1[CH:47]=[CH:48][C:49]([O:56][CH3:57])=[C:50]([S:52](Cl)(=[O:54])=[O:53])[CH:51]=1>>[CH3:22][O:23][C:24](=[O:44])[C:25]1[CH:30]=[CH:29][C:28]([NH:31][C:32]([C:34]2[CH:35]=[CH:36][C:37]3[O:42][CH2:41][CH2:40][N:39]([S:52]([C:50]4[CH:51]=[C:46]([Cl:45])[CH:47]=[CH:48][C:49]=4[O:56][CH3:57])(=[O:53])=[O:54])[C:38]=3[CH:43]=2)=[O:33])=[N:27][CH:26]=1. Procedure: 6-{[4-(5-Chloro-2-methoxy-benzenesulfonyl)-3,4-dihydro-2H-benzo[1,4]oxazine-6-carbonyl]-amino}-nicotinic acid, MS (ISP): m/e=502.1 (M−H), was prepared as described for example 14, steps 1 to 8. Step 4 was performed using 6-amino-nicotinic acid methyl ester, yielding 6-(4-benzyloxy-3-nitro-benzoylamino)-nicotinic acid methyl ester, which was reduced to 6-(3-amino-4-hydroxy-benzoylamino)-nicotinic acid methyl ester in step 5 and cyclized to 6-[(3,4-dihydro-2H-benzo[1,4]oxazine-6-carbonyl)-amino]-n... The reactants are C(CC)P1(OP(OP(O1)(=O)CCC)(=O)CCC)=O (T3P), C(C(C)(C)C)(=O)OCN1N=NC(=C1)CCCC(=O)O (4-(1-((pivaloyloxy)methyl)-1H-1,2,3-triazol-4-yl)butanoic acid), NC1CCN(CC1)C(=O)OC(C)(C)C (tert-butyl 4-aminopiperidine-1-carboxylate), CCN(C(C)C)C(C)C (Huenig's Base). Run in CN(C)C=O (DMF), CN(C)C=O (DMF). Reaction conditions: time 20 hour. Yields the product C(C(C)(C)C)(=O)OCN1N=NC(=C1)CCCC(=O)NC1CCN(CC1)C(=O)OC(C)(C)C (Tert-butyl 4-(4-(1-((pivaloyloxy)methyl)-1H-1,2,3-triazol-4-yl)butanamido)piperidine-1-carboxylate). RXN SMILES: [C:1]([O:7][CH2:8][N:9]1[CH:13]=[C:12]([CH2:14][CH2:15][CH2:16][C:17]([OH:19])=O)[N:11]=[N:10]1)(=[O:6])[C:2]([CH3:5])([CH3:4])[CH3:3].[NH2:20][CH:21]1[CH2:26][CH2:25][N:24]([C:27]([O:29][C:30]([CH3:33])([CH3:32])[CH3:31])=[O:28])[CH2:23][CH2:22]1.CCN(C(C)C)C(C)C.C(P1(=O)OP(CCC)(=O)OP(CCC)(=O)O1)CC>CN(C=O)C>[C:1]([O:7][CH2:8][N:9]1[CH:13]=[C:12]([CH2:14][CH2:15][CH2:16][C:17]([NH:20][CH:21]2[CH2:22][CH2:23][N:24]([C:27]([O:29][C:30]([CH3:33])([CH3:32])[CH3:31])=[O:28])[CH2:25][CH2:26]2)=[O:19])[N:11]=[N:10]1)(=[O:6])[C:2]([CH3:3])([CH3:4])[CH3:5]. Procedure details: To a stirred solution of 4-(1-((pivaloyloxy)methyl)-1H-1,2,3-triazol-4-yl)butanoic acid (1.63 g, 6.05 mmol) and tert-butyl 4-aminopiperidine-1-carboxylate (1.212 g, 6.05 mmol) in DMF (10 mL) was added Huenig's Base (3.17 mL, 18.16 mmol) followed by T3P® 50% in DMF (7.07 mL, 12.11 mmol) at RT. The reaction mixture was allowed to stir at RT for 20 hours. The DMF was removed under reduced pressure and the residue dissolved in EtOAc and washed with a saturated solution of sodium bicarbonate, a satur...